describe an organic reaction: reactants, conditions, products, and yield From a dataset of the Open Reaction Database (ORD), a public repository of structured organic reaction records. Starting materials: C(C)[C@@H]1CC[C@H](CC1)C(=O)O (trans-4-ethylcyclohexane carboxylic acid), S(=O)(Cl)Cl (thionyl chloride), N1=CC=CC=C1 (pyridine). The solvent is C1(=CC=CC=C1)C (toluene). The product is C(C)[C@@H]1CC[C@H](CC1)C(=O)Cl (trans-4-ethylcyclohexylcarbonylchloride). As a reaction SMILES: [CH2:1]([C@H:3]1[CH2:8][CH2:7][C@H:6]([C:9]([OH:11])=O)[CH2:5][CH2:4]1)[CH3:2].S(Cl)([Cl:14])=O.N1C=CC=CC=1>C1(C)C=CC=CC=1>[CH2:1]([C@H:3]1[CH2:8][CH2:7][C@H:6]([C:9]([Cl:14])=[O:11])[CH2:5][CH2:4]1)[CH3:2]. Procedure: First, 1.0 g (6.1 nmmol) of trans-4-ethylcyclohexane carboxylic acid was mixed with 1.1 g (9.2 mmol) of thionyl chloride, 0.1 ml of pyridine, and 3 ml of toluene, and reacted at 60° C. for hours. Excess amount of thionyl chloride and toluene were distilled off at a reduced pressure to obtain a crude trans-4-ethylcyclohexylcarbonylchloride. Reactants: N#Cc1ccc(CCl)cc1, C1CCOC1, [H-], [Na+], CN(C)C=O, O=C1CN(S(=O)(=O)c2ccc3ccccc3c2)CCN1. The product is N#Cc1ccc(CN2CCN(S(=O)(=O)c3ccc4ccccc4c3)CC2=O)cc1. RXN SMILES: [C:23](#[N:24])[c:25]1[cH:26][cH:27][c:28]([CH2:29][Cl:30])[cH:31][cH:32]1.[CH2:33]1[O:34][CH2:35][CH2:36][CH2:37]1.[H-:21].[Na+:22].[O:38]=[CH:39][N:40]([CH3:41])[CH3:42].[cH:1]1[c:2]([S:11](=[O:12])(=[O:13])[N:14]2[CH2:15][C:16](=[O:20])[NH:17][CH2:18][CH2:19]2)[cH:3][cH:4][c:5]2[cH:6][cH:7][cH:8][cH:9][c:10]12>>[cH:1]1[c:2]([S:11](=[O:12])(=[O:13])[N:14]2[CH2:15][C:16](=[O:20])[N:17]([CH2:29][c:28]3[cH:27][cH:26][c:25]([C:23]#[N:24])[cH:32][cH:31]3)[CH2:18][CH2:19]2)[cH:3][cH:4][c:5]2[cH:6][cH:7][cH:8][cH:9][c:10]12. The reactants are NC1CCN(CC1)C(=O)OC(C)(C)C (tert-butyl 4-aminopiperidine-1-carboxylate), COC=1C=C(C(=O)O)C=CC1 (3-methoxybenzoic acid), C=1C=CC2=C(C1)N=NN2O (HOBt), CCN=C=NCCCN(C)C.Cl (EDC.HCl). Run in O (H2O), CCN(CC)CC (Et3N), CN(C)C=O (DMF), O (H2O). Run at time 12 hour. The product is COC=1C=C(C(=O)NC2CCN(CC2)C(=O)OC(C)(C)C)C=CC1 (tert-butyl 4-[(3-methoxybenzoyl)amino]piperidine-1-carboxylate). RXN SMILES: [NH2:1][CH:2]1[CH2:7][CH2:6][N:5]([C:8]([O:10][C:11]([CH3:14])([CH3:13])[CH3:12])=[O:9])[CH2:4][CH2:3]1.[CH3:15][O:16][C:17]1[CH:18]=[C:19]([CH:23]=[CH:24][CH:25]=1)[C:20](O)=[O:21].C1C=CC2N(O)N=NC=2C=1.CCN=C=NCCCN(C)C.Cl>O.CCN(CC)CC.CN(C=O)C>[CH3:15][O:16][C:17]1[CH:18]=[C:19]([CH:23]=[CH:24][CH:25]=1)[C:20]([NH:1][CH:2]1[CH2:3][CH2:4][N:5]([C:8]([O:10][C:11]([CH3:14])([CH3:13])[CH3:12])=[O:9])[CH2:6][CH2:7]1)=[O:21] |f:3.4|. Procedure: To a DMF (780 mL) suspension of tert-butyl 4-aminopiperidine-1-carboxylate (78.0 g) and 3-methoxybenzoic acid (65.2 g), Et3N (130 mL), HOBt.H2O (71.7 g) and EDC.HCl (82.8 g) were added and the mixture was stirred at room temperature for 12 hours. H2O (1.56 L) was added and the mixture was stirred in a water bath for 1.5 hours. The precipitation was filtrated to obtain tert-butyl 4-[(3-methoxybenzoyl)amino]piperidine-1-carboxylate (126 g, a colorless solid substance). To an EtOAc (900 mL) suspens... Reactants: C(C)(C)(C)OOC(C)(C)C (di-t-butyl peroxide), BrCCC1=C(C=CC=C1)Br (β-bromo ethyl bromo benzene), CO (methanol). Product: BrC=CC1=CC=CC=C1 (bromostyrene). Yield: 95.0%. Reaction SMILES: C(OOC(C)(C)C)(C)(C)C.CO.[Br:13][CH2:14][CH2:15][C:16]1[CH:21]=[CH:20][CH:19]=[CH:18][C:17]=1Br>>[Br:13][CH:14]=[CH:15][C:16]1[CH:21]=[CH:20][CH:19]=[CH:18][CH:17]=1. Reported procedure: 2 g di-t-butyl peroxide were dissolved in 100 g β-bromo ethyl bromo benzene. The mixture was added to the reactor in a manner described in Example 1, together with 25 g methanol and nitrogen at a flow rate of 2 l/h. The reactor was a glass spiral made of a 6 mm wide 5 m long tube heated to 300°-320°C. The products were collected as in Example 1 and consisted of 58 g bromostyrene and 12 g unconverted reactant. The yield was 95% bromostyrene. The reactants are C(C)N(CC)CCN (N,N-diethyl aminoethylamine), C(=O)(N1C=NC=C1)N1C=NC=C1 (1,1'-carbonyldiimidazole), CN(CCOC1=CC=C(C=C1)S(=O)(=O)C1CNCCC1)C (N,N-dimethyl-2-[4-[(3-piperidinyl)sulfonyl]phenoxy]ethanamine). Product: C(C)N(CCNC(=O)N1CC(CCC1)S(=O)(=O)C1=CC=C(C=C1)OCCN(C)C)CC (N-[2-(Diethylamino)ethyl]-3-[[4-[2-(dimethylamino)ethoxy]phenyl]sulfonyl]-1-piperidinecarboxamide). The yield is 33.1%. As a reaction SMILES: [CH2:1]([N:3]([CH2:6][CH2:7][NH2:8])[CH2:4][CH3:5])[CH3:2].[C:9](N1C=CN=C1)(N1C=CN=C1)=[O:10].[CH3:21][N:22]([CH3:41])[CH2:23][CH2:24][O:25][C:26]1[CH:31]=[CH:30][C:29]([S:32]([CH:35]2[CH2:40][CH2:39][CH2:38][NH:37][CH2:36]2)(=[O:34])=[O:33])=[CH:28][CH:27]=1>>[CH2:1]([N:3]([CH2:4][CH3:5])[CH2:6][CH2:7][NH:8][C:9]([N:37]1[CH2:38][CH2:39][CH2:40][CH:35]([S:32]([C:29]2[CH:28]=[CH:27][C:26]([O:25][CH2:24][CH2:23][N:22]([CH3:41])[CH3:21])=[CH:31][CH:30]=2)(=[O:34])=[O:33])[CH2:36]1)=[O:10])[CH3:2]. Procedure details: Following the procedure of Example 16, N,N-diethyl aminoethylamine and 1,1'-carbonyldiimidazole and N,N-dimethyl-2-[4-[(3-piperidinyl)sulfonyl]phenoxy]ethanamine were reacted to give the title compound which was crystallized from diethyl ether-hexane as white crystals in 33.1% yield, m.p. 79°-80° C.